Dataset: the Open Reaction Database (ORD), a public repository of structured organic reaction records. Task: describe an organic reaction: reactants, conditions, products, and yield Yields the product C(C)(=O)C1=CC=C(O1)CN1N=CC(=C1)NC(=O)C=1N=CSC1C1=CC(=CC=C1)Cl (5-(3-Chloro-phenyl)-thiazole-4-carboxylic acid [1-(5-acetyl-furan-2-ylmethyl)-1H-pyrazol-4-yl]-amide). Reactants: CC1(OCCO1)C1=CC=C(O1)CN1N=CC(=C1)N (1-[5-(2-methyl-[1,3]dioxolan-2-yl)-furan-2-ylmethyl]-1H-pyrazol-4-ylamine), ClC=1C=C(C=CC1)C1=C(N=CS1)C(=O)O (5-(3-chloro-phenyl)-thiazole-4-carboxylic acid). Procedure details: Following general procedure B followed by either C or D, starting from 1-[5-(2-methyl-[1,3]dioxolan-2-yl)-furan-2-ylmethyl]-1H-pyrazol-4-ylamine and 5-(3-chloro-phenyl)-thiazole-4-carboxylic acid. Reaction SMILES: [CH3:1][C:2]1([C:7]2[O:11][C:10]([CH2:12][N:13]3[CH:17]=[C:16]([NH2:18])[CH:15]=[N:14]3)=[CH:9][CH:8]=2)[O:6]CCO1.[Cl:19][C:20]1[CH:21]=[C:22]([C:26]2[S:30][CH:29]=[N:28][C:27]=2[C:31](O)=[O:32])[CH:23]=[CH:24][CH:25]=1>>[C:2]([C:7]1[O:11][C:10]([CH2:12][N:13]2[CH:17]=[C:16]([NH:18][C:31]([C:27]3[N:28]=[CH:29][S:30][C:26]=3[C:22]3[CH:23]=[CH:24][CH:25]=[C:20]([Cl:19])[CH:21]=3)=[O:32])[CH:15]=[N:14]2)=[CH:9][CH:8]=1)(=[O:6])[CH3:1].